Dataset: the Open Reaction Database (ORD), a public repository of structured organic reaction records. Task: describe an organic reaction: reactants, conditions, products, and yield RXN SMILES: [Br:1][c:2]1[c:3]([O:9][CH3:10])[cH:4][c:5]([OH:8])[cH:6][cH:7]1.[CH2:31]1[O:32][CH2:33][CH2:34][CH2:35]1.[CH:13]([CH3:14])([CH3:15])[Si:16]([CH:17]([CH3:18])[CH3:19])([CH:20]([CH3:21])[CH3:22])[Cl:23].[H-:11].[Na+:12].[O-:24][c:25]1[cH:26][cH:27][cH:28][cH:29][cH:30]1.[OH2:36]>>[Br:1][c:2]1[c:3]([O:9][CH3:10])[cH:4][c:5]([O:8][Si:16]([CH:13]([CH3:14])[CH3:15])([CH:17]([CH3:18])[CH3:19])[CH:20]([CH3:21])[CH3:22])[cH:6][cH:7]1. The reactants are COc1cc(O)ccc1Br, C1CCOC1, CC(C)[Si](Cl)(C(C)C)C(C)C, [H-], [Na+], [O-]c1ccccc1, O. Yields the product COc1cc(O[Si](C(C)C)(C(C)C)C(C)C)ccc1Br. Starting materials: C(C)(CC)[Li] (sec-butyl lithium), BrC1=CC=C(C=C1)C1=CC=CC=C1 (4-bromobiphenyl), O1CCCC1 (tetrahydrofuran), C(#N)C1CN2CCC1CC2 (3-cyanoquinuclidine), O1CCCC1 (tetrahydrofuran), Cl (hydrogen chloride). Solvent: CCCCCC (hexane). Conditions: temperature -78 celsius, time 30 minute. Yields the product Cl.C1(=CC=CC=C1)C1=CC=C(C(=O)C2CN3CCC2CC3)C=C1 (3-(4-phenylbenzoyl)quinuclidine hydrogen chloride). RXN SMILES: C([Li])(CC)C.Br[C:7]1[CH:12]=[CH:11][C:10]([C:13]2[CH:18]=[CH:17][CH:16]=[CH:15][CH:14]=2)=[CH:9][CH:8]=1.[C:19]([CH:21]1[CH:26]2[CH2:27][CH2:28][N:23]([CH2:24][CH2:25]2)[CH2:22]1)#N.[ClH:29].[O:30]1CCCC1>CCCCCC>[ClH:29].[C:13]1([C:10]2[CH:11]=[CH:12][C:7]([C:19]([CH:21]3[CH:26]4[CH2:27][CH2:28][N:23]([CH2:24][CH2:25]4)[CH2:22]3)=[O:30])=[CH:8][CH:9]=2)[CH:18]=[CH:17][CH:16]=[CH:15][CH:14]=1 |f:6.7|. Procedure: A solution of sec-butyl lithium in hexane (1.1M, 67.38 ml) was added to a solution of 4-bromobiphenyl (14.38 g) in dry tetrahydrofuran (128 ml) over a period of 1.5 hours under an atmosphere of argon at -78° C. The reaction mixture was stirred for 30 minutes at -78° C. A solution of 3-cyanoquinuclidine (5.6 g) in dry tetrahydrofuran was added to the reaction mixture whilst maintaining the temperature at -78° C. The reaction mixture was stirred for a further period of 16 hours during which period... Starting materials: CCOC(=O)COc1ccc2c(c1)CC(NCC(O)COc1ccccc1)CCC2, CCO, [Na+], [OH-]. Product: [Na+], O=C([O-])COc1ccc2c(c1)CC(NCC(O)COc1ccccc1)CCC2. RXN SMILES: [CH2:1]([CH3:2])[O:3][C:4](=[O:5])[CH2:6][O:7][c:8]1[cH:9][c:10]2[c:11]([cH:29][cH:30]1)[CH2:12][CH2:13][CH2:14][CH:15]([NH:17][CH2:18][CH:19]([CH2:20][O:21][c:22]1[cH:23][cH:24][cH:25][cH:26][cH:27]1)[OH:28])[CH2:16]2.[CH3:33][CH2:34][OH:35].[Na+:32].[OH-:31]>>[Na+:32].[O:3]=[C:4]([O-:5])[CH2:6][O:7][c:8]1[cH:9][c:10]2[c:11]([cH:29][cH:30]1)[CH2:12][CH2:13][CH2:14][CH:15]([NH:17][CH2:18][CH:19]([CH2:20][O:21][c:22]1[cH:23][cH:24][cH:25][cH:26][cH:27]1)[OH:28])[CH2:16]2. RXN SMILES: C([O:8][C:9]1[CH:24]=[CH:23][C:12]([O:13][C:14]2[CH:19]=[CH:18][N:17]=[C:16]3[NH:20][CH:21]=[CH:22][C:15]=23)=[CH:11][CH:10]=1)C1C=CC=CC=1>[Pd].CO>[NH:20]1[C:16]2=[N:17][CH:18]=[CH:19][C:14]([O:13][C:12]3[CH:23]=[CH:24][C:9]([OH:8])=[CH:10][CH:11]=3)=[C:15]2[CH:22]=[CH:21]1. Procedure: 4-(4-Benzyloxy-phenoxy)-1H-pyrrolo[2,3-b]pyridine (Step a, 9.0 g, 28.4 mmol, 1.0 eq.) was suspended into MeOH (200 mL) and the atmosphere was replaced by argon. 10% Pd/C (3 g total), was added and the argon was replaced by a H2 atmosphere. The mixture was stirred for 16 h at 60 psi at RT (using Parr shaker). The reaction showed about 50% conversion to product (monitored by HPLC). More 10% Pd/C was added and reacted another 16 h at 60 psi. More 10% Pd/C was added and reacted another 16 h at 60 ps... The reagents and catalysts are [Pd] (Pd/C), [Pd] (Pd/C), [Pd] (Pd/C). The reactants are C(C1=CC=CC=C1)OC1=CC=C(OC2=C3C(=NC=C2)NC=C3)C=C1 (4-(4-Benzyloxy-phenoxy)-1H-pyrrolo[2,3-b]pyridine). Run in CO (MeOH). Reaction conditions: time 16 hour. The product is N1C=CC=2C1=NC=CC2OC2=CC=C(C=C2)O (4-(1H-Pyrrolo[2,3-b]pyridin-4-yloxy)phenol). Starting materials: O (water), FC(C(C(=O)O)(C)O)(F)F (3,3,3-trifluoro-2-hydroxy-2-methylpropanoic acid), N1=C(N=CC=C1)S(=O)(=O)C1=CC=C(C=C1)N (4-(2-Pyrimidylsulfonyl)benzenamine), S(=O)(Cl)Cl (thionyl chloride). Run in CN(C(C)=O)C (N,N-dimethylacetamide). Conditions: time 1 hour. Product: N1=C(N=CC=C1)S(=O)(=O)C1=CC=C(C=C1)NC(C(C(F)(F)F)(C)O)=O (N-[4-(2-Pyrimidinylsulfonyl)phenyl]-3,3,3-trifluoro-2-hydroxy-2-methylpropanamide). Yield: 66.6%. RXN SMILES: [F:1][C:2]([F:10])([F:9])[C:3]([OH:8])([CH3:7])[C:4](O)=[O:5].S(Cl)(Cl)=O.[N:15]1[CH:20]=[CH:19][CH:18]=[N:17][C:16]=1[S:21]([C:24]1[CH:29]=[CH:28][C:27]([NH2:30])=[CH:26][CH:25]=1)(=[O:23])=[O:22].O>CN(C)C(=O)C>[N:15]1[CH:20]=[CH:19][CH:18]=[N:17][C:16]=1[S:21]([C:24]1[CH:29]=[CH:28][C:27]([NH:30][C:4](=[O:5])[C:3]([OH:8])([CH3:7])[C:2]([F:10])([F:9])[F:1])=[CH:26][CH:25]=1)(=[O:22])=[O:23]. Procedure: To a stirred, cooled (-20° C.) solution of 3,3,3-trifluoro-2-hydroxy-2-methylpropanoic acid (1.01 g, 6.4 mmol) in N,N-dimethylacetamide (10 mL) was added thionyl chloride (0.76 g, 6.4 mmol) and the mixture stirred at -10° to -15° C. for one hour. 4-(2-Pyrimidylsulfonyl)benzenamine (100 g, 4.2 mmol) was added in one portion to the orange solution and the mixture stirred at room temperature overnight. The brown mixture was poured into water and extracted with ethyl acetate (2×50 mL). The combined ...